From a dataset of the Open Reaction Database (ORD), a public repository of structured organic reaction records. describe an organic reaction: reactants, conditions, products, and yield Reactants: N1=CC=CC=C1 (pyridine), Cl.N1C(=NCC1)NC1=CC=C(C(=O)O)C=C1 (4-[(4,5-dihydro-1H-imidazol-2-yl)amino]benzoic acid.hydrochloride), Cl.C(N)(=N)C=1C=C2C=CC(=C(C2=CC1)CC(N)=O)O (6-amidino-1-carbamoylmethyl-2-naphthol.hydrochloride), C1(CCCCC1)N=C=NC1CCCCC1 (N,N'-dicyclohexylcarbodiimide), C1(CCCCC1)N=C=NC1CCCCC1 (DCC). Reagents/catalysts: CN(C1=CC=NC=C1)C (DMAP), CN(C1=CC=NC=C1)C (4-dimethylaminopyridine). The solvent is O (water). Conditions: time 2 hour. Yields the product Cl.Cl.N1C(=NCC1)NC1=CC=C(C(=O)OC2=C(C3=CC=C(C=C3C=C2)C(N)=N)CC(N)=O)C=C1 (6-amidino-1-carbamoylmethyl-2-naphthyl 4-[(4,5-dihydro-1H-imidazol-2-yl)amino]-benzoate.dihydrochloride). Reaction SMILES: N1C=CC=CC=1.[ClH:7].[NH:8]1[CH2:12][CH2:11][N:10]=[C:9]1[NH:13][C:14]1[CH:22]=[CH:21][C:17]([C:18]([OH:20])=[O:19])=[CH:16][CH:15]=1.Cl.[C:24]([C:27]1[CH:28]=[C:29]2[C:34](=[CH:35][CH:36]=1)[C:33]([CH2:37][C:38](=[O:40])[NH2:39])=[C:32](O)[CH:31]=[CH:30]2)(=[NH:26])[NH2:25].C1(N=C=NC2CCCCC2)CCCCC1>CN(C)C1C=CN=CC=1.O>[ClH:7].[ClH:7].[NH:10]1[CH2:11][CH2:12][N:8]=[C:9]1[NH:13][C:14]1[CH:15]=[CH:16][C:17]([C:18]([O:20][C:32]2[CH:31]=[CH:30][C:29]3[C:34](=[CH:35][CH:36]=[C:27]([C:24](=[NH:25])[NH2:26])[CH:28]=3)[C:33]=2[CH2:37][C:38](=[O:40])[NH2:39])=[O:19])=[CH:21][CH:22]=1 |f:1.2,3.4,8.9.10|. Procedure details: 45 Milliliters of 20% hydrous pyridine was added to 2.85 g of 4-[(4,5-dihydro-1H-imidazol-2-yl)amino]benzoic acid.hydrochloride, 3 g of 6-amidino-1-carbamoylmethyl-2-naphthol.hydrochloride, 2.65 g of N,N'-dicyclohexylcarbodiimide (hereinafter referred to as "DCC") and 131 mg of 4-dimethylaminopyridine (hereinafter referred to as "DMAP"), followed by stirring for 2 hours under cooling with ice and 3 days under cooling with water. The precipitate was filtered and the filtrate was concentrated unde... The reactants are O[C@@H]1C[C@H](N(C1)C(=O)OC(C)(C)C)C(C)C (tert-butyl (2S,4R)-4-hydroxy-2-(propan-2-yl)pyrrolidine-1-carboxylate), FC(C(=O)O)(F)F (trifluoroacetic acid). The solvent is ClCCl (dichloromethane). Reaction conditions: time 16 hour. Yields the product CC(C)[C@@H]1C[C@H](CN1)O ((3R,5S)-5-(propan-2-yl)pyrrolidin-3-ol), C(=O)(C(F)(F)F)O (TFA). Reaction SMILES: [OH:1][C@H:2]1[CH2:6][N:5](C(OC(C)(C)C)=O)[C@H:4]([CH:14]([CH3:16])[CH3:15])[CH2:3]1.[F:17][C:18]([F:23])([F:22])[C:19]([OH:21])=[O:20]>ClCCl>[CH3:15][CH:14]([C@H:4]1[NH:5][CH2:6][C@H:2]([OH:1])[CH2:3]1)[CH3:16].[C:19]([OH:21])([C:18]([F:23])([F:22])[F:17])=[O:20]. Procedure: To a solution of tert-butyl (2S,4R)-4-hydroxy-2-(propan-2-yl)pyrrolidine-1-carboxylate (500 mg, 2.180 mmol) dissolved in dichloromethane (5.4 mL) was added trifluoroacetic acid (1.8 mL). The reaction was stirred for 16 hours at room temperature. The mixture was concentrated to afford (3R,5S)-5-(propan-2-yl)pyrrolidin-3-ol as a TFA salt. 1H NMR (500 MHz, CDCl3) δ 3.91-3.62 (m, 1H), 3.60-3.36 (m, 2H), 2.47-2.10 (m, 2H), 2.05-1.79 (m, 2H), 1.07 (d, J=6.6, 3H), 1.01 (d, J=6.7, 3H). Starting materials: C1(=CC=CC=C1)S(=O)(=O)CC1=CC=C(C(=C1C(=O)O)O)C1=COC=C1 (6-(benzenesulphonylmethyl)-3-(furan-3-yl)-2-hydroxybenzoic acid), C1(=CC=CC=C1)S(=O)(=O)CC1=CC=C(C(=C1C(=O)O)O)C1=COC=C1 (6-(benzenesulphonylmethyl)-3-(furan-3-yl)-2-hydroxybenzoic acid), C(=O)(OC(C)(C)C)N1CC(C1)O (N-Boc-azetidin-3-ol), C(CCC)P(CCCC)CCCC (Tri-n-butylphosphine), N(=NC(=O)OC(C)C)C(=O)OC(C)C (di-isopropyl azodicarboxylate). The solvent is C1CCOC1 (THF), O (water), C(C)(=O)OCC (ethyl acetate), C1CCOC1 (THF). Yields the product C1(=CC=CC=C1)S(=O)(=O)CC=1C(=C(OC2CN(C2)C(=O)OC(C)(C)C)C(=CC1)C1=COC=C1)C(=O)OC (t-butyl 3-[3-(benzenesulphonylmethyl)-6-(furan-3-yl)-2-(methoxycarbonyl)phenoxy]azetidine-1-carboxylate). Isolated yield 429.3%. As a reaction SMILES: [CH2:1](P(CCCC)CCCC)CCC.N(C(OC(C)C)=O)=NC(OC(C)C)=O.[C:28]1([S:34]([CH2:37][C:38]2[C:43]([C:44]([OH:46])=[O:45])=[C:42]([OH:47])[C:41]([C:48]3[CH:52]=[CH:51][O:50][CH:49]=3)=[CH:40][CH:39]=2)(=[O:36])=[O:35])[CH:33]=[CH:32][CH:31]=[CH:30][CH:29]=1.[C:53]([N:60]1[CH2:63][CH:62](O)[CH2:61]1)([O:55][C:56]([CH3:59])([CH3:58])[CH3:57])=[O:54]>C1COCC1.O.C(OCC)(=O)C>[C:28]1([S:34]([CH2:37][C:38]2[C:43]([C:44]([O:46][CH3:1])=[O:45])=[C:42]([C:41]([C:48]3[CH:52]=[CH:51][O:50][CH:49]=3)=[CH:40][CH:39]=2)[O:47][CH:62]2[CH2:63][N:60]([C:53]([O:55][C:56]([CH3:59])([CH3:58])[CH3:57])=[O:54])[CH2:61]2)(=[O:36])=[O:35])[CH:29]=[CH:30][CH:31]=[CH:32][CH:33]=1. Procedure: Tri-n-butylphosphine (0.087 g) was added dropwise to a solution of di-isopropyl azodicarboxylate (0.099 g) in dry THF (2 ml) at 0° C. The mixture was warmed to room temperature for 10 minutes then re-cooled to 0° C. A mixture of methyl 6-(benzenesulphonylmethyl)-3-(furan-3-yl)-2-hydroxybenzoate (Intermediate 114, 0.05 g) and N-Boc-azetidin-3-ol (0.045 g) in THF (1 ml) was added dropwise and then the reaction mixture was warmed to room temperature for 10 minutes then heated to 55° C. for 6 hours.... Starting materials: O=C([O-])[O-], CN(C)C(=O)Cl, CC#N, O=C(O)C(F)(F)F, [K+], [K+], NCCc1cccc(-c2nc(=O)c3ccccc3s2)n1. Yields the product CN(C)C(=O)NCCc1cccc(-c2nc(=O)c3ccccc3s2)n1. As a reaction SMILES: [C:28](=[O:29])([O-:30])[O-:31].[CH3:34][N:35]([C:36](=[O:37])[Cl:38])[CH3:39].[CH3:40][C:41]#[N:42].[F:1][C:2]([F:3])([F:4])[C:5]([OH:6])=[O:7].[K+:32].[K+:33].[NH2:8][CH2:9][CH2:10][c:11]1[cH:12][cH:13][cH:14][c:15](-[c:17]2[s:18][c:19]3[c:20]([c:21](=[O:23])[n:22]2)[cH:24][cH:25][cH:26][cH:27]3)[n:16]1>>[NH:8]([CH2:9][CH2:10][c:11]1[cH:12][cH:13][cH:14][c:15](-[c:17]2[s:18][c:19]3[c:20]([c:21](=[O:23])[n:22]2)[cH:24][cH:25][cH:26][cH:27]3)[n:16]1)[C:36]([N:35]([CH3:34])[CH3:39])=[O:37]. The reactants are 37, COC1=CC=C(C=C1)N1CCN(CC1)C1=CC=C(C=C1)NC=1SCC(N1)(C)C (4,5-dihydro-N-[4-[4-(4-methoxyphenyl)-1-piperazinyl]phenyl]-4,4-dimethyl-2-thiazolamine), [H-].[Na+] (sodium hydride), CN(C=O)C (N,N-dimethylformamide), IC (iodomethane). Solvent: O (water). Conditions: temperature 70 celsius, time 2 hour. Yields the product COC1=CC=C(C=C1)N1CCN(CC1)C1=CC=C(C=C1)N=C1SCC(N1C)(C)C (4-[4-(4-methoxyphenyl)-1-piperazinyl]-N-(3,4,4 -trimethyl-2-thiazolidinylidene)-benzenamine). Reaction SMILES: [CH3:1][O:2][C:3]1[CH:8]=[CH:7][C:6]([N:9]2[CH2:14][CH2:13][N:12]([C:15]3[CH:20]=[CH:19][C:18]([NH:21][C:22]4[S:23][CH2:24][C:25]([CH3:28])([CH3:27])[N:26]=4)=[CH:17][CH:16]=3)[CH2:11][CH2:10]2)=[CH:5][CH:4]=1.[H-].[Na+].[CH3:31]N(C)C=O.IC>O>[CH3:1][O:2][C:3]1[CH:4]=[CH:5][C:6]([N:9]2[CH2:10][CH2:11][N:12]([C:15]3[CH:20]=[CH:19][C:18]([N:21]=[C:22]4[N:26]([CH3:31])[C:25]([CH3:28])([CH3:27])[CH2:24][S:23]4)=[CH:17][CH:16]=3)[CH2:13][CH2:14]2)=[CH:7][CH:8]=1 |f:1.2|. Procedure details: A mixture of 37 parts of 4,5-dihydro-N-[4-[4-(4-methoxyphenyl)-1-piperazinyl]phenyl]-4,4-dimethyl-2-thiazolamine, 5 parts of a sodium hydride dispersion 50% and 376 parts of N,N-dimethylformamide was stirred for 2 hours at 70° C. After cooling to room temperature, 14.1 parts of iodomethane were added slowly to the reaction mixture. The whole was stirred for 1 hour at room temperature. The reaction mixture was diluted with water. The precipitated product was filtered off, washed with water and 2-... The reactants are C(C)(=O)C1=CC(=C(C=C1)OC1C(=O)OCC1)C(=O)OC (α-[(4-acetyl-2-methoxycarbonylphenyl)oxy]-γ-butyrolactone), [Cl-].[Na+] (sodium chloride). Reagents/catalysts: C1CCC2=NCCCN2CC1 (1,8-diazabicyclo[5,4,0]-7-undecene). The solvent is CN(C=O)C (N,N-dimethylformamide). Yields the product C(C)(=O)C1=CC2=C(OC3(CC3)C2=O)C=C1 (5-acetylspiro[benzo[b]furan-2(3H), 1'-cyclopropane]-3-one). Isolated yield 56.5%. As a reaction SMILES: [C:1]([C:4]1[CH:9]=[CH:8][C:7]([O:10][CH:11]2[CH2:16][CH2:15][O:14][C:12]2=O)=[C:6](C(OC)=O)[CH:5]=1)(=[O:3])[CH3:2].[Cl-].[Na+]>C1CCN2C(=NCCC2)CC1.CN(C)C=O>[C:1]([C:4]1[CH:5]=[CH:6][C:7]2[O:10][C:11]3([C:12](=[O:14])[C:8]=2[CH:9]=1)[CH2:16][CH2:15]3)(=[O:3])[CH3:2] |f:1.2|. Procedure details: A mixture of α-[(4-acetyl-2-methoxycarbonylphenyl)oxy]-γ-butyrolactone (2.8 g), 1,8-diazabicyclo[5,4,0]-7-undecene (0.056 g), sodium chloride (0.6 g) and N,N-dimethylformamide (28 ml) was heated at 150°-155° C. for 4 hours. The solvent was removed in vacuo and the resulting residue was dissolved in ethyl acetate. The ethyl acetate solution was washed with water and dried. The residue obtained by removal of the solvent in vacuo was chromatographed on silica gel. The fraction eluted with dichlorom...